From a dataset of the Open Reaction Database (ORD), a public repository of structured organic reaction records. describe an organic reaction: reactants, conditions, products, and yield Reactants: BrC1=CC(=C(C=C1)C(=O)N1CCN(CC1)C1=NC=C(C=C1C)C)F ((4-bromo-2-fluorophenyl)[4-(3,5-dimethylpyridin-2-yl)piperazin-1-yl]methanone), CC=1C(=NC=C(C1)C)N1CCN(CC1)C(=O)C1=C(C=C(C=C1)N1C(N(C(C1CC)=O)CC1=CC=C(C=C1)OC)=O)F (1-{4-[4-(3,5-dimethylpyridin-2-yl)piperazine-1-carbonyl]-3-fluorophenyl}-5-ethyl-3-(4-methoxybenzyl)imidazolidine-2,4-dione), C(C)C1C(N(C(N1)=O)CC1=CC=C(C=C1)OC)=O (5-ethyl-3-(4-methoxybenzyl)imidazolidine-2,4-dione). The product is CC=1C(=NC=C(C1)C)N1CCN(CC1)C(=O)C1=C(C=C(C=C1)N1C(NC(C1CC)=O)=O)F (1-{4-[4-(3,5-dimethylpyridin-2-yl)piperazine-1-carbonyl]-3-fluorophenyl}-5-ethylimidazolidine-2,4-dione). RXN SMILES: BrC1C=CC(C(N2CCN(C3C(C)=CC(C)=CN=3)CC2)=O)=C(F)C=1.C(C1NC(=O)N(CC2C=CC(OC)=CC=2)C1=O)C.[CH3:43][C:44]1[C:45]([N:51]2[CH2:56][CH2:55][N:54]([C:57]([C:59]3[CH:64]=[CH:63][C:62]([N:65]4[CH:69]([CH2:70][CH3:71])[C:68](=[O:72])[N:67](CC5C=CC(OC)=CC=5)[C:66]4=[O:82])=[CH:61][C:60]=3[F:83])=[O:58])[CH2:53][CH2:52]2)=[N:46][CH:47]=[C:48]([CH3:50])[CH:49]=1>>[CH3:43][C:44]1[C:45]([N:51]2[CH2:52][CH2:53][N:54]([C:57]([C:59]3[CH:64]=[CH:63][C:62]([N:65]4[CH:69]([CH2:70][CH3:71])[C:68](=[O:72])[NH:67][C:66]4=[O:82])=[CH:61][C:60]=3[F:83])=[O:58])[CH2:55][CH2:56]2)=[N:46][CH:47]=[C:48]([CH3:50])[CH:49]=1. Procedure details: Using (4-bromo-2-fluorophenyl)[4-(3,5-dimethylpyridin-2-yl)piperazin-1-yl]methanone (314 mg) described in Preparation Example 114 and 5-ethyl-3-(4-methoxybenzyl)imidazolidine-2,4-dione (176 mg) described in Preparation Example 207 and by the reaction and treatment in the same manner as in Example 508, the title compound (190 mg) was obtained via 1-{4-[4-(3,5-dimethylpyridin-2-yl)piperazine-1-carbonyl]-3-fluorophenyl}-5-ethyl-3-(4-methoxybenzyl)imidazolidine-2,4-dione. Starting materials: CCO, CC(C(N)=O)c1ccc2c(c1)C(=O)Cc1cc(C(F)(F)F)ccc1S2, [Na+], [OH-], O. Product: CC(C(=O)O)c1ccc2c(c1)C(=O)Cc1cc(C(F)(F)F)ccc1S2. As a reaction SMILES: [CH3:26][CH2:27][OH:28].[F:1][C:2]([c:3]1[cH:4][cH:5][c:6]2[c:7]([cH:23]1)[CH2:8][C:9](=[O:22])[c:10]1[c:11]([cH:13][cH:14][c:15]([CH:17]([C:18](=[O:19])[NH2:20])[CH3:21])[cH:16]1)[S:12]2)([F:24])[F:25].[Na+:30].[OH-:29].[OH2:31]>>[F:1][C:2]([c:3]1[cH:4][cH:5][c:6]2[c:7]([cH:23]1)[CH2:8][C:9](=[O:22])[c:10]1[c:11]([cH:13][cH:14][c:15]([CH:17]([C:18](=[O:19])[OH:28])[CH3:21])[cH:16]1)[S:12]2)([F:24])[F:25]. The reactants are NC1=NC=C(C2=C1C(=CS2)C2=CC(=C(C=C2)NC(=O)C=2N(C1=CC=CC=C1C2)C)OC)C=2OC(=CC2)C=O (N-{4-[4-Amino-7-(5-formyl-2-furyl)thieno[3,2-c]pyridin-3-yl]-2-methoxyphenyl}-1-methyl-1H-indole-2-carboxamide), C(C)NCC (diethylamine). Yields the product NC1=NC=C(C2=C1C(=CS2)C2=CC(=C(C=C2)NC(=O)C=2N(C1=CC=CC=C1C2)C)OC)C=2NC=CC2 (N-{4-[4-amino-7-(1H-pyrrol-2-yl)thieno[3,2-c]pyridin-3-yl]-2-methoxyphenyl}-1-methyl-1H-indole-2-carboxamide). As a reaction SMILES: [NH2:1][C:2]1[C:7]2[C:8]([C:11]3[CH:16]=[CH:15][C:14]([NH:17][C:18]([C:20]4[N:21]([CH3:29])[C:22]5[C:27]([CH:28]=4)=[CH:26][CH:25]=[CH:24][CH:23]=5)=[O:19])=[C:13]([O:30][CH3:31])[CH:12]=3)=[CH:9][S:10][C:6]=2[C:5]([C:32]2O[C:34](C=O)=[CH:35][CH:36]=2)=[CH:4][N:3]=1.C([NH:41]CC)C>>[NH2:1][C:2]1[C:7]2[C:8]([C:11]3[CH:16]=[CH:15][C:14]([NH:17][C:18]([C:20]4[N:21]([CH3:29])[C:22]5[C:27]([CH:28]=4)=[CH:26][CH:25]=[CH:24][CH:23]=5)=[O:19])=[C:13]([O:30][CH3:31])[CH:12]=3)=[CH:9][S:10][C:6]=2[C:5]([C:32]2[NH:41][CH:34]=[CH:35][CH:36]=2)=[CH:4][N:3]=1. Procedure details: The title compound was prepared using N-{4-[4-Amino-7-(5-formyl-2-furyl)thieno[3,2-c]pyridin-3-yl]-2-methoxyphenyl}-1-methyl-1H-indole-2-carboxamide, diethylamine, and the procedure described in General Procedure B. The reactants are C(C)C1C(CCC(C(OC(C2CCCCN2C(C(C2(C(CC(C(C(CC(CC(=C1)C)C)OC)O2)OC)C)O)=O)=O)=O)C(=CC2CC(C(CC2)N)OC)C)C)=O (17-Ethyl-1-hydroxy-12-[2'-(4"-amino-3"-methoxycyclohexyl)-1'-methylvinyl]-23,25-dimethoxy-13,19,21,27-tetramethyl-11,28-dioxa-4-azatricyclo[22.3.1.04,9 ]octacos-18-ene-2,3,10,16-tetraone), C1C(C)O1 (propylene oxide), C1(=CC=C(C=C1)S(=O)(=O)O)C (p-toluenesulfonic acid). Solvent: CO (methanol). Run at time 20 hour. Yields the product C(C)C1C(CCC(C(OC(C2CCCCN2C(C(C2(C(CC(C(C(CC(CC(=C1)C)C)OC)O2)OC)C)O)=O)=O)=O)C(=CC2CC(C(CC2)NCC(C)O)O)C)C)=O (17-Ethyl-1-hydroxy-12-[2'-[4"-(2"'-hydroxypropyl)amino-3"-hydroxycyclohexyl]-1'-methylvinyl]-23,25-dimethoxy-13,19,21,27-tetramethyl-11,28-dioxa-4-azatricyclo[22.3.1.04,9 ]octacos-18-ene-2,3,10,16-tetraone). As a reaction SMILES: [CH2:1]([CH:3]1[CH:29]=[C:28]([CH3:30])[CH2:27][CH:26]([CH3:31])[CH2:25][CH:24]([O:32][CH3:33])[CH:23]2[O:34][C:19]([OH:38])([CH:20]([CH3:37])[CH2:21][CH:22]2[O:35][CH3:36])[C:18](=[O:39])[C:17](=[O:40])[N:16]2[CH:11]([CH2:12][CH2:13][CH2:14][CH2:15]2)[C:10](=[O:41])[O:9][CH:8]([C:42]([CH3:53])=[CH:43][CH:44]2[CH2:49][CH2:48][CH:47]([NH2:50])[CH:46]([O:51]C)[CH2:45]2)[CH:7]([CH3:54])[CH2:6][CH2:5][C:4]1=[O:55])[CH3:2].[CH2:56]1[O:59][CH:57]1[CH3:58].C1(C)C=CC(S(O)(=O)=O)=CC=1>CO>[CH2:1]([CH:3]1[CH:29]=[C:28]([CH3:30])[CH2:27][CH:26]([CH3:31])[CH2:25][CH:24]([O:32][CH3:33])[CH:23]2[O:34][C:19]([OH:38])([CH:20]([CH3:37])[CH2:21][CH:22]2[O:35][CH3:36])[C:18](=[O:39])[C:17](=[O:40])[N:16]2[CH:11]([CH2:12][CH2:13][CH2:14][CH2:15]2)[C:10](=[O:41])[O:9][CH:8]([C:42]([CH3:53])=[CH:43][CH:44]2[CH2:49][CH2:48][CH:47]([NH:50][CH2:56][CH:57]([OH:59])[CH3:58])[CH:46]([OH:51])[CH2:45]2)[CH:7]([CH3:54])[CH2:6][CH2:5][C:4]1=[O:55])[CH3:2]. Procedure details: To a solution of 17-ethyl-1-hydroxy-12-[2'-(4"-amino-3"-methoxycyclohexyl)-1'-methylvinyl]-23,25-dimethoxy-13,19,21,27-tetramethyl-11,28-dioxa-4-azatricyclo[22.3.1.04,9 ]octacos-18-ene-2,3,10,16-tetraone (52 mg, Example 13) in dry methanol (1 ml) was added a large excess of propylene oxide (200 μl) followed by a catalytic amount of p-toluenesulfonic acid at room temperature. After stirring at this temperature for 20 h, the solution was concentrated and purified by preparative tlc on silica gel (... Starting materials: CC(C)(C)OC(=O)N1CCc2ccc(Cl)c(CSc3ccc(-c4csc(NCC5CC5)n4)cc3)c2CC1, ClCCl, O=C(O)C(F)(F)F. Yields the product Clc1ccc2c(c1CSc1ccc(-c3csc(NCC4CC4)n3)cc1)CCNCC2. RXN SMILES: [C:1]([O:2][C:3](=[O:4])[N:8]1[CH2:9][CH2:10][c:11]2[c:12]([c:15]([CH2:20][S:21][c:22]3[cH:23][cH:24][c:25](-[c:28]4[n:29][c:30]([NH:33][CH2:34][CH:35]5[CH2:36][CH2:37]5)[s:31][cH:32]4)[cH:26][cH:27]3)[c:16]([Cl:19])[cH:17][cH:18]2)[CH2:13][CH2:14]1)([CH3:5])([CH3:6])[CH3:7].[Cl:45][CH2:46][Cl:47].[OH:38][C:39]([C:40]([F:41])([F:42])[F:43])=[O:44]>>[NH:8]1[CH2:9][CH2:10][c:11]2[c:12]([c:15]([CH2:20][S:21][c:22]3[cH:23][cH:24][c:25](-[c:28]4[n:29][c:30]([NH:33][CH2:34][CH:35]5[CH2:36][CH2:37]5)[s:31][cH:32]4)[cH:26][cH:27]3)[c:16]([Cl:19])[cH:17][cH:18]2)[CH2:13][CH2:14]1. The reactants are [Br-], C=C(C)[Mg+], COc1ccc2c(c1OC)C[NH+]1CCc3cc4c(cc3C1=C2C)OCO4, CCOCC, [I-], C1CCOC1. Yields the product C=C(C)C1c2c(ccc(OC)c2OC)C(C)=C2c3cc4c(cc3CCN21)OCO4. RXN SMILES: [Br-:28].[C:29](=[CH2:30])([CH3:31])[Mg+:32].[CH3:1][O:2][c:3]1[c:4]([O:25][CH3:26])[cH:5][cH:6][c:7]2[c:23]1[CH2:22][NH+:10]1[C:9](=[C:8]2[CH3:24])[c:18]2[c:13]([cH:14][c:15]3[c:16]([cH:17]2)[O:19][CH2:20][O:21]3)[CH2:12][CH2:11]1.[CH3:38][CH2:39][O:40][CH2:41][CH3:42].[I-:27].[O:33]1[CH2:34][CH2:35][CH2:36][CH2:37]1>>[CH3:1][O:2][c:3]1[c:4]([O:25][CH3:26])[cH:5][cH:6][c:7]2[c:23]1[CH:22]([C:29](=[CH2:30])[CH3:31])[N:10]1[C:9](=[C:8]2[CH3:24])[c:18]2[c:13]([cH:14][c:15]3[c:16]([cH:17]2)[O:19][CH2:20][O:21]3)[CH2:12][CH2:11]1. The reactants are Cl (HCl), C(C)(C)(C)NC1=NC=CC(=C1)C=1C(=NN(C1)CC1=CC=C(C=C1)OC)C1=CC(=CC=C1)N=C(C1=CC=CC=C1)C1=CC=CC=C1 (N-tert-butyl-4-[3-{3-[(diphenylmethylidene)amino]phenyl}-1-(4-methoxybenzyl)-1H-pyrazol-4-yl]pyridin-2-amine), C(C)OCC (diethylether). Run in O1CCOCC1 (dioxane), O1CCOCC1 (1,4-dioxane). Product: NC=1C=C(C=CC1)C1=NN(C=C1C1=CC(=NC=C1)NC(C)(C)C)CC1=CC=C(C=C1)OC (4-[3-(3-aminophenyl)-1-(4-methoxybenzyl)-1H-pyrazol-4-yl]-N-tert-butylpyridin-2-amine). Isolated yield 46.8%. As a reaction SMILES: [C:1]([NH:5][C:6]1[CH:11]=[C:10]([C:12]2[C:13]([C:26]3[CH:31]=[CH:30][CH:29]=[C:28]([N:32]=C(C4C=CC=CC=4)C4C=CC=CC=4)[CH:27]=3)=[N:14][N:15]([CH2:17][C:18]3[CH:23]=[CH:22][C:21]([O:24][CH3:25])=[CH:20][CH:19]=3)[CH:16]=2)[CH:9]=[CH:8][N:7]=1)([CH3:4])([CH3:3])[CH3:2].Cl.C(OCC)C>O1CCOCC1>[NH2:32][C:28]1[CH:27]=[C:26]([C:13]2[C:12]([C:10]3[CH:9]=[CH:8][N:7]=[C:6]([NH:5][C:1]([CH3:4])([CH3:3])[CH3:2])[CH:11]=3)=[CH:16][N:15]([CH2:17][C:18]3[CH:19]=[CH:20][C:21]([O:24][CH3:25])=[CH:22][CH:23]=3)[N:14]=2)[CH:31]=[CH:30][CH:29]=1. Procedure details: 120 mg (0.2 mmol) of N-tert-butyl-4-[3-{3-[(diphenylmethylidene)amino]phenyl}-1-(4-methoxybenzyl)-1H-pyrazol-4-yl]pyridin-2-amine were dissolved in 20 ml of 1,4-dioxane and 5 ml of HCl 4M in dioxane were added. After 4 hours the solvent was removed in vacuo and the residue dissolved in dichloromethane and washed with aqueous NaHCO3. The organic layer was dried over Na2SO4 and evaporated to give, after trituration with diethylether, 40 mg (46% yield) of the title compound. Reactants: [Br-], [Br-], [Br-], O=C(Cc1ccccc1)C1(c2ccc(Cl)c(Cl)c2)CCC1, C1CCOC1, C[N+](C)(C)c1ccccc1, C[N+](C)(C)c1ccccc1, C[N+](C)(C)c1ccccc1. The product is O=C(C(Br)c1ccccc1)C1(c2ccc(Cl)c(Cl)c2)CCC1. Reaction SMILES: [Br-:1].[Br-:2].[Br-:3].[Cl:34][c:35]1[cH:36][c:37]([C:42]2([C:46]([CH2:47][c:48]3[cH:49][cH:50][cH:51][cH:52][cH:53]3)=[O:54])[CH2:43][CH2:44][CH2:45]2)[cH:38][cH:39][c:40]1[Cl:41].[O:55]1[CH2:56][CH2:57][CH2:58][CH2:59]1.[c:14]1([N+:15]([CH3:16])([CH3:17])[CH3:18])[cH:19][cH:20][cH:21][cH:22][cH:23]1.[c:24]1([N+:25]([CH3:26])([CH3:27])[CH3:28])[cH:29][cH:30][cH:31][cH:32][cH:33]1.[c:4]1([N+:5]([CH3:6])([CH3:7])[CH3:8])[cH:9][cH:10][cH:11][cH:12][cH:13]1>>[Br:1][CH:47]([C:46]([C:42]1([c:37]2[cH:36][c:35]([Cl:34])[c:40]([Cl:41])[cH:39][cH:38]2)[CH2:43][CH2:44][CH2:45]1)=[O:54])[c:48]1[cH:49][cH:50][cH:51][cH:52][cH:53]1. The reactants are FC1=C(CN2CC(CC3=CC=CC=C23)NC(OC(C)(C)C)=O)C=CC(=C1)F (tert-butyl 1-(2,4-difluorobenzyl)-1,2,3,4-tetrahydroquinolin-3-ylcarbamate), FC(C(=O)O)(F)F (trifluoroacetic acid). Solvent: ClCCl (dichloromethane). Yields the product FC1=C(CN2CC(CC3=CC=CC=C23)N)C=CC(=C1)F (1-(2,4-difluorobenzyl)-1,2,3,4-tetrahydroquinolin-3-amine), C(=O)(C(F)(F)F)O (TFA). RXN SMILES: [F:1][C:2]1[CH:26]=[C:25]([F:27])[CH:24]=[CH:23][C:3]=1[CH2:4][N:5]1[C:14]2[C:9](=[CH:10][CH:11]=[CH:12][CH:13]=2)[CH2:8][CH:7]([NH:15]C(=O)OC(C)(C)C)[CH2:6]1.[F:28][C:29]([F:34])([F:33])[C:30]([OH:32])=[O:31]>ClCCl>[F:1][C:2]1[CH:26]=[C:25]([F:27])[CH:24]=[CH:23][C:3]=1[CH2:4][N:5]1[C:14]2[C:9](=[CH:10][CH:11]=[CH:12][CH:13]=2)[CH2:8][CH:7]([NH2:15])[CH2:6]1.[C:30]([OH:32])([C:29]([F:34])([F:33])[F:28])=[O:31]. Procedure details: tert-butyl 1-(2,4-difluorobenzyl)-1,2,3,4-tetrahydroquinolin-3-ylcarbamate (365 mg) in trifluoroacetic acid and dichloromethane (1:4, v/v) was stirred at room temperature for 3 hours. After removing all the volatiles, toluene (5 mL) was added to the residue and evaporated again. The residue was then dried over vacuum overnight to give 1-(2,4-difluorobenzyl)-1,2,3,4-tetrahydroquinolin-3-amine as its TFA salt. The reactants are COC=1C=C2C=CC(=CC2=CC1)[C@@H](C=O)C ((2S)-2-(6-methoxy-2-napthyl)-propanal), Cl.N[C@@H](CS)C(=O)O ((R)-cysteine hydrochloride), C(C)(=O)[O-].[K+] (potassium acetate). Solvent: CC(=O)C (acetone), O (water), CC(=O)C (acetone). Yields the product COC=1C=C2C=CC(=CC2=CC1)[C@H](C)C1SC[C@H](N1)C(=O)O ((4R)-2-[(1S)-1-(6-methoxy-2-napthyl)-ethyl]-thiazolidine-4-carboxylic acid). As a reaction SMILES: [CH3:1][O:2][C:3]1[CH:4]=[C:5]2[C:10](=[CH:11][CH:12]=1)[CH:9]=[C:8]([C@H:13]([CH3:16])[CH:14]=O)[CH:7]=[CH:6]2.Cl.[NH2:18][C@H:19]([C:22]([OH:24])=[O:23])[CH2:20][SH:21].C([O-])(=O)C.[K+]>CC(C)=O.O>[CH3:1][O:2][C:3]1[CH:4]=[C:5]2[C:10](=[CH:11][CH:12]=1)[CH:9]=[C:8]([C@@H:13]([CH:14]1[NH:18][C@H:19]([C:22]([OH:24])=[O:23])[CH2:20][S:21]1)[CH3:16])[CH:7]=[CH:6]2 |f:1.2,3.4|. Reported procedure: A solution of (2S)-2-(6-methoxy-2-napthyl)-propanal (8.2 g; 38.3 mmoles) in acetone (50 ml) is added dropwise to a solution of (R)-cysteine hydrochloride (5.94 g; 37.6 mmoles) and of potassium acetate (3.69 g; 37.6 mmoles) in 100 ml of water and acetone (1:1 v/v) kept under stirring at room temperature.